This data is from the Open Reaction Database (ORD), a public repository of structured organic reaction records. The task is: describe an organic reaction: reactants, conditions, products, and yield The reactants are C1(=CC=CC=C1)CC=O (phenylacetaldehyde), C(O)([O-])=O.[Na+] (sodium hydrogencarbonate), Cl.C(C)(C)(C)OC(NCCCCCCN)=O ((6-Aminohexyl)carbamic acid tert-butyl ester hydrochloride), C(#N)[BH3-].[Na+] (Sodium cyanoborohydride). The solvent is O (Water), ClCCl.CO (dichloromethane methanol), ClCCl (dichloromethane). Conditions: time 8 hour. Product: C(C)(C)(C)OC(NCCCCCCNCCC1=CC=CC=C1)=O ((6-phenethylaminohexyl)-carbamic acid tert-butyl ester). Reaction SMILES: Cl.[C:2]([O:6][C:7](=[O:16])[NH:8][CH2:9][CH2:10][CH2:11][CH2:12][CH2:13][CH2:14][NH2:15])([CH3:5])([CH3:4])[CH3:3].[C:17]1([CH2:23][CH:24]=O)[CH:22]=[CH:21][CH:20]=[CH:19][CH:18]=1.C([BH3-])#N.[Na+].C(=O)([O-])O.[Na+]>ClCCl.CO.ClCCl.O>[C:2]([O:6][C:7](=[O:16])[NH:8][CH2:9][CH2:10][CH2:11][CH2:12][CH2:13][CH2:14][NH:15][CH2:24][CH2:23][C:17]1[CH:22]=[CH:21][CH:20]=[CH:19][CH:18]=1)([CH3:5])([CH3:3])[CH3:4] |f:0.1,3.4,5.6,7.8|. Procedure details: (6-Aminohexyl)carbamic acid tert-butyl ester hydrochloride (5 g, 20 mmol) was dissolved in 50% dichloromethane/methanol (50 mL) and treated at ambient temperature with phenylacetaldehyde (2.3 mL, 20 mmol) for one hour. Sodium cyanoborohydride (1.2 g, 19 mmol) was added and the mixture stirred overnight. Water was added, followed by saturated sodium hydrogencarbonate and additional dichloromethane. The mixture was partitioned, the organics dried over sodium sulfate and the volatiles removed under... The reactants are CCO, O=C1N=C(NC2CCCCC2)C2(CCN(Cc3cccc([N+](=O)[O-])c3)CC2)N1c1cccc(F)c1. Yields the product Nc1cccc(CN2CCC3(CC2)C(NC2CCCCC2)=NC(=O)N3c2cccc(F)c2)c1. As a reaction SMILES: [CH3:36][CH2:37][OH:38].[N+:1]([O-:2])(=[O:3])[c:4]1[cH:5][c:6]([CH2:7][N:8]2[CH2:9][CH2:10][C:11]3([C:12]([NH:24][CH:25]4[CH2:26][CH2:27][CH2:28][CH2:29][CH2:30]4)=[N:13][C:14](=[O:23])[N:15]3[c:16]3[cH:17][c:18]([F:22])[cH:19][cH:20][cH:21]3)[CH2:31][CH2:32]2)[cH:33][cH:34][cH:35]1>>[NH2:1][c:4]1[cH:5][c:6]([CH2:7][N:8]2[CH2:9][CH2:10][C:11]3([C:12]([NH:24][CH:25]4[CH2:26][CH2:27][CH2:28][CH2:29][CH2:30]4)=[N:13][C:14](=[O:23])[N:15]3[c:16]3[cH:17][c:18]([F:22])[cH:19][cH:20][cH:21]3)[CH2:31][CH2:32]2)[cH:33][cH:34][cH:35]1. The reactants are CN(C)CCC1=CNC2=CC=C(C=C12)C[C@@H]1NC(OC1)=O ((S)-N,N-dimethyl-2-[5-(2-oxo-1,3-oxazolidin-4-ylmethyl)-1H-indol-3-yl]ethylamine), polyphosphate ester. Run in C(Cl)(Cl)Cl (chloroform). The product is C(#N)CC1=CNC2=CC=C(C=C12)C[C@@H]1NC(OC1)=O ((S)-3-Cyanomethyl-5-(2-oxo-1,3-oxazolidin-4-ylmethyl)-1H-indole). Isolated yield 81.0%. Reaction SMILES: C[N:2]([CH2:4][CH2:5][C:6]1[C:14]2[C:9](=[CH:10][CH:11]=[C:12]([CH2:15][C@H:16]3[CH2:20][O:19][C:18](=[O:21])[NH:17]3)[CH:13]=2)[NH:8][CH:7]=1)C>C(Cl)(Cl)Cl>[C:4]([CH2:5][C:6]1[C:14]2[C:9](=[CH:10][CH:11]=[C:12]([CH2:15][C@H:16]3[CH2:20][O:19][C:18](=[O:21])[NH:17]3)[CH:13]=2)[NH:8][CH:7]=1)#[N:2]. Procedure: A solution of the product from step (b) (2.5 g) and polyphosphate ester (20.0 g) in chloroform (40 ml) was refluxed for 20 minutes. Ice was added to the cooled mixture and the chloroform evaporated in vacuo. The remaining aqueous phase was extracted with ethyl acetate and the combined extracts evaporated in vacuo to give the desired product as a pale yellow oil (1.8 g). Reactants: O (water), BrC1=CC=C(C=C1)CC#N (4-bromophenylacetonitrile), COC=1C=C2C(=CC=NC2=CC1OC)Cl (6,7-dimethoxy-4-chloroquinoline), [H-].[Na+] (sodium hydride). The solvent is C1(=CC=CC=C1)C (toluene). Run at temperature 50 celsius, time 1 hour. Yields the product COC=1C=C2C(=CC=NC2=CC1OC)C(C#N)C1=CC=C(C=C1)Br (2- (6, 7-Dimethoxy-4-quinolyl)-2-(4-bromophenyl)acetonitrile). Isolated yield 22.5%. RXN SMILES: [Br:1][C:2]1[CH:7]=[CH:6][C:5]([CH2:8][C:9]#[N:10])=[CH:4][CH:3]=1.[H-].[Na+].[CH3:13][O:14][C:15]1[CH:16]=[C:17]2[C:22](=[CH:23][C:24]=1[O:25][CH3:26])[N:21]=[CH:20][CH:19]=[C:18]2Cl.O>C1(C)C=CC=CC=1>[CH3:13][O:14][C:15]1[CH:16]=[C:17]2[C:22](=[CH:23][C:24]=1[O:25][CH3:26])[N:21]=[CH:20][CH:19]=[C:18]2[CH:8]([C:5]1[CH:6]=[CH:7][C:2]([Br:1])=[CH:3][CH:4]=1)[C:9]#[N:10] |f:1.2|. Procedure: Commercially available 4-bromophenylacetonitrile (4.3 g) was dissolved in toluene (10 ml) and the temperature was lowered to 0° C., after which sodium hydride (1.0 g) was added, the temperature was raised to 50° C., and the admixture was then stirred for 1 hour. Next, 6,7-dimethoxy-4-chloroquinoline (2.2 g) was added, and the admixture was stirred for 15 hours, after which water was poured and the mixture was extracted with ethyl acetate. After drying with anhydrous sodium sulfate and removing t... The reactants are ice, [H-].[Na+] (sodium hydride), C(C)OP(=O)(OCC)CC(=O)OCC (ethyl 2-(diethoxyphosphoryl)acetate), C(C1=CC=CC=C1)OCCCCOC1=CC=C(C(=N1)NC(C(C)(C)C)=O)C=O (N-(6-(4-(benzyloxy)butoxy)-3-formylpyridin-2-yl)pivalamide). Solvent: C1CCOC1 (THF), C1CCOC1 (THF). The product is C(C1=CC=CC=C1)OCCCCOC1=CC=C(C(=N1)NC(C(C)(C)C)=O)C=CC(=O)OCC (ethyl 3-(6-(4-(benzyloxy)butoxy)-2-pivalamidopyridin-3-yl)acrylate). Isolated yield 51.6%. As a reaction SMILES: [H-].[Na+].C(OP([CH2:11][C:12]([O:14][CH2:15][CH3:16])=[O:13])(OCC)=O)C.[CH2:17]([O:24][CH2:25][CH2:26][CH2:27][CH2:28][O:29][C:30]1[N:35]=[C:34]([NH:36][C:37](=[O:42])[C:38]([CH3:41])([CH3:40])[CH3:39])[C:33]([CH:43]=O)=[CH:32][CH:31]=1)[C:18]1[CH:23]=[CH:22][CH:21]=[CH:20][CH:19]=1>C1COCC1>[CH2:17]([O:24][CH2:25][CH2:26][CH2:27][CH2:28][O:29][C:30]1[N:35]=[C:34]([NH:36][C:37](=[O:42])[C:38]([CH3:39])([CH3:40])[CH3:41])[C:33]([CH:43]=[CH:11][C:12]([O:14][CH2:15][CH3:16])=[O:13])=[CH:32][CH:31]=1)[C:18]1[CH:23]=[CH:22][CH:21]=[CH:20][CH:19]=1 |f:0.1|. Reported procedure: Under N2, an ice-cooled flask containing THF (100 mL) was charged with sodium hydride (5.7 g, 142.5 mmol) to which ethyl 2-(diethoxyphosphoryl)acetate (32 g, 142 mmol) was added. The ice bath was removed and a solution of intermediate 7 (21.8 g, 56.7 mmol) in THF (120 mL) was slowly added to the preformed anion. The reaction was heated to reflux overnight. The reaction mixture was cooled to rt and partitioned between EtOAc and water. The organic layer was separated and the aqueous layer was extr... The product is C(CCCCCCCCCCCCCCC)S(=O)(=O)NC=1C=CC(=C(C1)NC(CC(C1(COC(OC1)(C)C)C)=O)=O)OC (N-[5-[(HEXADECYLSULFONYL)AMINO]-2-METHOXYPHENYL]-2,2,5-TRIMETHYL-β-OXO-1,3-DIOXANE-5-PROPANAMIDE). Reaction SMILES: [NH2:1][C:2]1[CH:3]=[CH:4][C:5]([O:23][CH3:24])=[C:6]([NH:8][C:9](=[O:22])[CH2:10][C:11](=[O:21])[C:12]2([CH3:20])[CH2:17][O:16][C:15]([CH3:19])([CH3:18])[O:14][CH2:13]2)[CH:7]=1.CN(C)C1C=CC=CC=1.[CH2:34]([S:50](Cl)(=[O:52])=[O:51])[CH2:35][CH2:36][CH2:37][CH2:38][CH2:39][CH2:40][CH2:41][CH2:42][CH2:43][CH2:44][CH2:45][CH2:46][CH2:47][CH2:48][CH3:49].Cl>O1CCCC1.O>[CH2:34]([S:50]([NH:1][C:2]1[CH:3]=[CH:4][C:5]([O:23][CH3:24])=[C:6]([NH:8][C:9](=[O:22])[CH2:10][C:11](=[O:21])[C:12]2([CH3:20])[CH2:17][O:16][C:15]([CH3:18])([CH3:19])[O:14][CH2:13]2)[CH:7]=1)(=[O:52])=[O:51])[CH2:35][CH2:36][CH2:37][CH2:38][CH2:39][CH2:40][CH2:41][CH2:42][CH2:43][CH2:44][CH2:45][CH2:46][CH2:47][CH2:48][CH3:49]. Procedure details: The amine product of Reaction Example 8, N-(5-amino-2-methoxyphenyl)-2,2,5-trimethyl-β-oxo-1,3-dioxane-5-propanamide, (18.5 parts) and N,N-dimethylaniline (8.5 parts) are combined in tetrahydrofuran (250 parts) and a solution of 1-hexadecylsulfonyl chloride (17.9 parts) dissolved in tetrahydrofuran (25 parts) is added dropwise with stirring, ca. 0.5 hr. The reaction is allowed to stand several hours and subsequently poured into cold water (600 parts) containing concentrated hydrochloric acid (5 ... Starting materials: amine, NC=1C=CC(=C(C1)NC(CC(C1(COC(OC1)(C)C)C)=O)=O)OC (N-(5-amino-2-methoxyphenyl)-2,2,5-trimethyl-β-oxo-1,3-dioxane-5-propanamide), CN(C1=CC=CC=C1)C (N,N-dimethylaniline), C(CCCCCCCCCCCCCCC)S(=O)(=O)Cl (1-hexadecylsulfonyl chloride), Cl (hydrochloric acid). Conditions: time 0.5 hour. Solvent: O (water), O1CCCC1 (tetrahydrofuran), O1CCCC1 (tetrahydrofuran). Reactants: C(C(=O)O)(=O)O (oxalic acid), CC1=NOC(=C1)C1N(CCC1)C (3-methyl-5-(1-methyl-2-pyrrolidinyl)-isoxazole). Run in C(C)OCC (diethyl ether), C(C)OCC (diethyl ether). Conditions: time 0.5 hour. Yields the product C(C(=O)O)(=O)O.CC1=NOC(=C1)[C@H]1N(CCC1)C (3-Methyl-5-(1-methyl-2(S)-pyrrolidinyl)-isoxazole oxalate salt). Reaction SMILES: [C:1]([OH:6])(=[O:5])[C:2]([OH:4])=[O:3].[CH3:7][C:8]1[CH:12]=[C:11]([CH:13]2[CH2:17][CH2:16][CH2:15][N:14]2[CH3:18])[O:10][N:9]=1>C(OCC)C>[C:1]([OH:6])(=[O:5])[C:2]([OH:4])=[O:3].[CH3:7][C:8]1[CH:12]=[C:11]([C@@H:13]2[CH2:17][CH2:16][CH2:15][N:14]2[CH3:18])[O:10][N:9]=1 |f:3.4|. Reported procedure: A solution of oxalic acid (51 mg, 0.57 mmol) in diethyl ether was added dropwise to a stirring solution of 3-methyl-5-(1-methyl-2-pyrrolidinyl)-isoxazole (62.8 mg, 0.38 mmol), from Example 2a, in diethyl ether. After 0.5 hour of stirring at ambient temperature, the reaction flask became coated with a glass-like clear colorless solid. The diethyl ether was evaporated and the solid was triturated several times with diethyl ether to give, after evaporation of the solvent in vacuo, 102 mg of the tit... Reactants: COC1=CC=C(C=C1)C=CC=1C=C2C=NN(C(C2=CC1)=O)CCCN(C)C (6-[2-(4-methoxyphenyl)ethenyl]-2-[3-(dimethylamino)propyl]phthalazin-1(2H)-one). Reagents/catalysts: [Pd] (palladium on carbon). Run in COC(C)O (methoxyethanol). Reaction conditions: time 2 hour. The product is COC1=CC=C(C=C1)CCC=1C=C2C=NN(C(C2=CC1)=O)CCCN(C)C (6-[2-(4-methoxyphenyl)ethyl]-2-[3-(dimethylamino)propyl]phthalazin-1(2H)-on). As a reaction SMILES: [CH3:1][O:2][C:3]1[CH:8]=[CH:7][C:6]([CH:9]=[CH:10][C:11]2[CH:12]=[C:13]3[C:18](=[CH:19][CH:20]=2)[C:17](=[O:21])[N:16]([CH2:22][CH2:23][CH2:24][N:25]([CH3:27])[CH3:26])[N:15]=[CH:14]3)=[CH:5][CH:4]=1>COC(O)C.[Pd]>[CH3:1][O:2][C:3]1[CH:4]=[CH:5][C:6]([CH2:9][CH2:10][C:11]2[CH:12]=[C:13]3[C:18](=[CH:19][CH:20]=2)[C:17](=[O:21])[N:16]([CH2:22][CH2:23][CH2:24][N:25]([CH3:27])[CH3:26])[N:15]=[CH:14]3)=[CH:7][CH:8]=1. Reported procedure: 6-[2-(4-methoxyphenyl)ethenyl]-2-[3-(dimethylamino)propyl]phthalazin-1(2H)-one (9 gm) was dissolved in 200 ml methoxyethanol and reduced on a Parr hydrogenator using 1 gm of 10% palladium on carbon as catalyst. Reduction was complete within 2 hours. The catalyst was filtered off, the solvent removed on a rotary evaporator and the residue recrystallized from 500 ml of isoproanol. The product weighed 8.3 gm and melted at 201°-203° C. Starting materials: CNC(CN(C)CCO)c1ccccc1, O=C(O)CC(=O)Nc1ccccc1. Product: CN(CCO)CC(c1ccccc1)N(C)C(=O)CC(=O)Nc1ccccc1. As a reaction SMILES: [CH3:14][N:15]([CH2:16][CH2:17][OH:18])[CH2:19][CH:20]([c:21]1[cH:22][cH:23][cH:24][cH:25][cH:26]1)[NH:27][CH3:28].[c:1]1([NH:7][C:8]([CH2:9][C:10](=[O:11])[OH:12])=[O:13])[cH:2][cH:3][cH:4][cH:5][cH:6]1>>[c:1]1([NH:7][C:8]([CH2:9][C:10](=[O:12])[N:27]([CH:20]([CH2:19][N:15]([CH3:14])[CH2:16][CH2:17][OH:18])[c:21]2[cH:22][cH:23][cH:24][cH:25][cH:26]2)[CH3:28])=[O:13])[cH:2][cH:3][cH:4][cH:5][cH:6]1. Starting materials: ice, N1CCOCC1 (morpholine), ClC(C(=O)O)Cl (dichloroacetic acid), C1(=CC=CC=C1)OC (anisole). Solvent: OS(=O)(=O)O (H2SO4). Run at time 16 hour. Product: COC1=CC=C(C=C1)C(C(=O)O)C1=CC=C(C=C1)OC (4-Methoxy-α-(4-methoxyphenyl)benzeneacetic acid). The yield is 55.8%. RXN SMILES: N1[CH2:6][CH2:5][O:4][CH2:3]C1.Cl[CH:8](Cl)[C:9]([OH:11])=[O:10].[C:13]1([O:19][CH3:20])[CH:18]=[CH:17][CH:16]=[CH:15][CH:14]=1>OS(O)(=O)=O>[CH3:3][O:4][C:5]1[CH:6]=[CH:15][C:14]([CH:8]([C:16]2[CH:17]=[CH:18][C:13]([O:19][CH3:20])=[CH:14][CH:15]=2)[C:9]([OH:11])=[O:10])=[CH:13][CH:18]=1. Reported procedure: To neat morpholine (43.56 g, 0.5 mol) was added dichloroacetic acid (12.89 g, 0.1 mol) portionwise under argon, with ice bath. When the addition was finished, the ice bath was removed and the reaction was allowed to stand at ambient temperature for 16 hours. The reaction mixture was dissolved in a mixed solvent of 120 mL acetic acid and 12 mL H2O and was stirred at room temperature until it was clear. To the reaction was then added anisole (43.2 g, 0.4 mol) followed by 100 mL concentrated H2SO4 ...